Dataset: the Open Reaction Database (ORD), a public repository of structured organic reaction records. Task: describe an organic reaction: reactants, conditions, products, and yield The reactants are BrC=1C=C2C(=C(C=NC2=CC1F)[N+](=O)[O-])Cl (6-Bromo-4-chloro-7-fluoro-3-nitroquinoline), Cl.CC1(CCOCC1)N (4-methyltetrahydro-2H-pyran-4-amine hydrochloride), CCN(C(C)C)C(C)C (DIPEA). Solvent: CC(=O)N(C)C (DMA), O (water). Reaction conditions: temperature 100 celsius, time 4 hour. The product is BrC=1C=C2C(=C(C=NC2=CC1F)[N+](=O)[O-])NC1(CCOCC1)C (6-Bromo-7-fluoro-N-(4-methyloxan-4-yl)-3-nitroquinolin-4-amine). Yield: 96.7%. Reaction SMILES: [Br:1][C:2]1[CH:3]=[C:4]2[C:9](=[CH:10][C:11]=1[F:12])[N:8]=[CH:7][C:6]([N+:13]([O-:15])=[O:14])=[C:5]2Cl.Cl.[CH3:18][C:19]1([NH2:25])[CH2:24][CH2:23][O:22][CH2:21][CH2:20]1.CCN(C(C)C)C(C)C>CC(N(C)C)=O.O>[Br:1][C:2]1[CH:3]=[C:4]2[C:9](=[CH:10][C:11]=1[F:12])[N:8]=[CH:7][C:6]([N+:13]([O-:15])=[O:14])=[C:5]2[NH:25][C:19]1([CH3:18])[CH2:24][CH2:23][O:22][CH2:21][CH2:20]1 |f:1.2|. Procedure details: 6-Bromo-4-chloro-7-fluoro-3-nitroquinoline (1 g, 3.27 mmol) was added to a solution of 4-methyltetrahydro-2H-pyran-4-amine hydrochloride (0.596 g, 3.93 mmol) and DIPEA (1.715 mL, 9.82 mmol) in DMA (10 mL) and the resulting mixture stirred at 100° C. for 4 h. The reaction mixture was diluted with water and the solid collected by filtration and dried to afford the desired material (1.215 g, 97%) as a brown solid which was used without further purification. The reactants are C(C)OC(=O)[C@H](CCC1=CC=CC=C1)N[C@H](C(=O)O)C ((2S)-2-[N-((1S)-1-ethoxycarbonyl-3-phenylpropyl)amino]propionic acid), C1CC(=O)N(C1=O)O (1-hydroxysuccinimide), C1(CCCCC1)N=C=NC1CCCCC1 (dicyclohexylcarbodiimide), CN1C(N[C@@H](C1)C(=O)OC(C)(C)C)=O (tert.-butyl (4S)-1-methyl-2-oxo-imidazolidine-4-carboxylate). The product is CN1C(N([C@@H](C1)C(=O)OC(C)(C)C)C([C@H](C)N[C@@H](CCC1=CC=CC=C1)C(=O)OCC)=O)=O (tert.-butyl (4S)-1-methyl-3-{(2S)-2-[N-((1S)-1-ethoxycarbonyl-3-phenylpropyl)amino]propionyl}-2-oxo-imidazolidine-4-carboxylate). The yield is 70.5%. RXN SMILES: [CH2:1]([O:3][C:4]([C@@H:6]([NH:15][C@@H:16]([CH3:20])[C:17]([OH:19])=O)[CH2:7][CH2:8][C:9]1[CH:14]=[CH:13][CH:12]=[CH:11][CH:10]=1)=[O:5])[CH3:2].C1C(=O)N(O)C(=O)C1.C1(N=C=NC2CCCCC2)CCCCC1.[CH3:44][N:45]1[CH2:49][C@@H:48]([C:50]([O:52][C:53]([CH3:56])([CH3:55])[CH3:54])=[O:51])[NH:47][C:46]1=[O:57]>>[CH3:44][N:45]1[CH2:49][C@@H:48]([C:50]([O:52][C:53]([CH3:55])([CH3:54])[CH3:56])=[O:51])[N:47]([C:17](=[O:19])[C@@H:16]([NH:15][C@H:6]([C:4]([O:3][CH2:1][CH3:2])=[O:5])[CH2:7][CH2:8][C:9]2[CH:10]=[CH:11][CH:12]=[CH:13][CH:14]=2)[CH3:20])[C:46]1=[O:57]. Procedure details: 560 mg of (2S)-2-[N-((1S)-1-ethoxycarbonyl-3-phenylpropyl)amino]propionic acid, 230 mg of 1-hydroxysuccinimide, 413 mg of dicyclohexylcarbodiimide and 400 mg of tert.-butyl (4S)-1-methyl-2-oxo-imidazolidine-4-carboxylate are treated in the same manner as described in Example 1-(1), whereby 650 mg of tert.-butyl (4S)-1-methyl-3-{(2S)-2-[N-((1S)-1-ethoxycarbonyl-3-phenylpropyl)amino]propionyl}-2-oxo-imidazolidine-4-carboxylate are obtained as colorless viscous oil. Yield: 70.4% The product is CNC(=O)N1CC(N(C(CC1=O)(C)C)C)(C)C (4-methylcarbamoyl-1,2,2,7,7-pentamethyl-1,4-diazacycloheptan-5-one). RXN SMILES: [CH3:1][N:2]1[C:8]([CH3:10])([CH3:9])[CH2:7][C:6](=[O:11])[NH:5][CH2:4][C:3]1([CH3:13])[CH3:12].[CH3:14][N:15]=[C:16]=[O:17]>>[CH3:14][NH:15][C:16]([N:5]1[C:6](=[O:11])[CH2:7][C:8]([CH3:9])([CH3:10])[N:2]([CH3:1])[C:3]([CH3:13])([CH3:12])[CH2:4]1)=[O:17]. Procedure: Using the same conditions as in Example 4, 2.76 parts of 1,2,2,7,7 -pentamethyl-1,4-diazacycloheptan-5-one and 0.93 parts of methyl isocyanate afforded a colourless solid which was crystallised from petroleum ether (of boiling range 60°-80°C) to give 4-methylcarbamoyl-1,2,2,7,7-pentamethyl-1,4-diazacycloheptan-5-one. This material had a melting point of 111°-113°C and gave the following elemental analysis by weight: Starting materials: CN1C(CNC(CC1(C)C)=O)(C)C (1,2,2,7,7 -pentamethyl-1,4-diazacycloheptan-5-one), CN=C=O (methyl isocyanate). The reactants are N (NH3), BrC1=CC(=C(C=C1)CC(=O)O)Cl ((4-bromo-2-chlorophenyl)acetic acid), C(C)O (ethanol), solid, S(=O)(Cl)Cl (thionyl chloride). Reaction SMILES: [Br:1][C:2]1[CH:7]=[CH:6][C:5]([CH2:8][C:9]([OH:11])=[O:10])=[C:4]([Cl:12])[CH:3]=1.S(Cl)(Cl)=O.N.[CH2:18](O)[CH3:19]>>[CH2:18]([O:10][C:9](=[O:11])[CH2:8][C:5]1[CH:6]=[CH:7][C:2]([Br:1])=[CH:3][C:4]=1[Cl:12])[CH3:19]. Reported procedure: (4-Bromo-2-chlorophenyl)-acetic acid (18, 44.03 g, 0.18 mol) was dissolved in ethanol (440 mL) and thionyl chloride (44.0 mL, 0.61 mol) was added dropwise. The mixture was refluxed for 1 h, and evaporated. The residue was taken up in toluene and evaporated (2×100 mL). The crude oily product was dissolved in dichloromethane (300 mL) and washed with water (2×100 mL), dried over sodium sulfate, filtered and evaporated. The residue was dried in high vacuum (0.2 mmHg) at room temperature, solidifying... Yields the product C(C)OC(CC1=C(C=C(C=C1)Br)Cl)=O ((4-bromo-2-chlorophenyl)acetic acid ethyl ester). Reactants: C(C)(C)(C)OC(=O)N1C[C@@H]([C@H](CC1)C1=CC=C(C=C1)O)O ((3R,4R)-3-hydroxy-4-(4-hydroxy-phenyl)-piperidin-1-carboxylic-acid-tert-butylester), ClCCCOCC1=C(C=CC=C1)OC (1-(3-chloro-propoxymethyl)-2-methoxy-benzene), C([O-])([O-])=O.[K+].[K+] (potassium carbonate). Yields the product C(C)(C)(C)OC(=O)N1C[C@@H]([C@H](CC1)C1=CC=C(C=C1)OCCCOCC1=C(C=CC=C1)OC)O ((3R,4R)-3-hydroxy-4-[4-[3-(2-methoxy-benzyloxy)-propoxy]-phenyl]-piperidine-1-carboxylic acid tert-butylester). RXN SMILES: [C:1]([O:5][C:6]([N:8]1[CH2:13][CH2:12][C@H:11]([C:14]2[CH:19]=[CH:18][C:17]([OH:20])=[CH:16][CH:15]=2)[C@@H:10]([OH:21])[CH2:9]1)=[O:7])([CH3:4])([CH3:3])[CH3:2].Cl[CH2:23][CH2:24][CH2:25][O:26][CH2:27][C:28]1[CH:33]=[CH:32][CH:31]=[CH:30][C:29]=1[O:34][CH3:35].C(=O)([O-])[O-].[K+].[K+]>>[C:1]([O:5][C:6]([N:8]1[CH2:13][CH2:12][C@H:11]([C:14]2[CH:15]=[CH:16][C:17]([O:20][CH2:23][CH2:24][CH2:25][O:26][CH2:27][C:28]3[CH:33]=[CH:32][CH:31]=[CH:30][C:29]=3[O:34][CH3:35])=[CH:18][CH:19]=2)[C@@H:10]([OH:21])[CH2:9]1)=[O:7])([CH3:4])([CH3:2])[CH3:3] |f:2.3.4|. Procedure: reacting the product of step b) with 1-(3-chloro-propoxymethyl)-2-methoxy-benzene and potassium carbonate to yield (3R,4R)-3-hydroxy-4-[4-[3-(2-methoxy-benzyloxy)-propoxy]-phenyl]-piperidine-1-carboxylic acid tert-butylester; Reactants: C=CCOc1ccc(C2C(OCc3cc(OC)c4ccccc4c3)CN(C(=O)OC(C)(C)C)CC2OCC(O)COS(=O)(=O)c2ccc(C)cc2)cc1, [Na+], [OH-]. As a reaction SMILES: [C:1]([CH3:2])([CH3:3])([CH3:4])[O:5][C:6](=[O:7])[N:8]1[CH2:9][CH:10]([O:38][CH2:39][CH:40]([CH2:41][O:42][S:44]([c:45]2[cH:46][cH:47][c:48]([CH3:49])[cH:50][cH:51]2)(=[O:52])=[O:53])[OH:43])[CH:11]([c:28]2[cH:29][cH:30][c:31]([O:34][CH2:35][CH:36]=[CH2:37])[cH:32][cH:33]2)[CH:12]([O:14][CH2:15][c:16]2[cH:17][c:18]3[cH:19][cH:20][cH:21][cH:22][c:23]3[c:24]([O:26][CH3:27])[cH:25]2)[CH2:13]1.[Na+:55].[OH-:54]>>[C:1]([CH3:2])([CH3:3])([CH3:4])[O:5][C:6](=[O:7])[N:8]1[CH2:9][CH:10]([O:38][CH2:39][CH:40]2[CH2:41][O:42]2)[CH:11]([c:28]2[cH:29][cH:30][c:31]([O:34][CH2:35][CH:36]=[CH2:37])[cH:32][cH:33]2)[CH:12]([O:14][CH2:15][c:16]2[cH:17][c:18]3[cH:19][cH:20][cH:21][cH:22][c:23]3[c:24]([O:26][CH3:27])[cH:25]2)[CH2:13]1. The product is C=CCOc1ccc(C2C(OCc3cc(OC)c4ccccc4c3)CN(C(=O)OC(C)(C)C)CC2OCC2CO2)cc1. Reactants: ClC=1C=CC(=C(CN2C3=C(NCC2)N=CC(=C3)C3=CC=C(C(=O)O)C=C3)C1)C(F)(F)F (4-{1-[5-chloro-2-(trifluoromethyl)benzyl]-1,2,3,4-tetrahydropyrido[2,3-b]pyrazin-7-yl}benzoic acid), ClC1=C(CN)C=CC=C1 (2-chlorobenzylamine). Product: ClC1=C(CNC(C2=CC=C(C=C2)C2=CC3=C(NCCN3CC3=C(C=CC(=C3)Cl)C(F)(F)F)N=C2)=O)C=CC=C1 (N-(2-Chlorobenzyl)-4-{1-[5-chloro-2-(trifluoromethyl)benzyl]-1,2,3,4-tetrahydropyrido[2,3-b]pyrazin-7-yl}benzamide). As a reaction SMILES: [Cl:1][C:2]1[CH:3]=[CH:4][C:5]([C:28]([F:31])([F:30])[F:29])=[C:6]([CH:27]=1)[CH2:7][N:8]1[CH2:13][CH2:12][NH:11][C:10]2[N:14]=[CH:15][C:16]([C:18]3[CH:26]=[CH:25][C:21]([C:22](O)=[O:23])=[CH:20][CH:19]=3)=[CH:17][C:9]1=2.[Cl:32][C:33]1[CH:40]=[CH:39][CH:38]=[CH:37][C:34]=1[CH2:35][NH2:36]>>[Cl:32][C:33]1[CH:40]=[CH:39][CH:38]=[CH:37][C:34]=1[CH2:35][NH:36][C:22](=[O:23])[C:21]1[CH:20]=[CH:19][C:18]([C:16]2[CH:15]=[N:14][C:10]3[NH:11][CH2:12][CH2:13][N:8]([CH2:7][C:6]4[CH:27]=[C:2]([Cl:1])[CH:3]=[CH:4][C:5]=4[C:28]([F:29])([F:31])[F:30])[C:9]=3[CH:17]=2)=[CH:26][CH:25]=1. Procedure: 4-{1-[5-chloro-2-(trifluoromethyl)benzyl]-1,2,3,4-tetrahydropyrido[2,3-b]pyrazin-7-yl}benzoic acid was reacted with 2-chlorobenzylamine as in General Procedure 10 to give the title compound. LCMS: m/z=570.90 (M+H+); retention time=0.98 minutes.